This data is from the Open Reaction Database (ORD), a public repository of structured organic reaction records. The task is: describe an organic reaction: reactants, conditions, products, and yield Starting materials: CC(C)CC(=O)O, Cl, Cl, Cl, NC1CCC(CCN2CCN(c3nccc4c3OCC4)CC2)CC1. Product: CC(C)CC(=O)NC1CCC(CCN2CCN(c3nccc4c3OCC4)CC2)CC1. Reaction SMILES: [CH3:28][CH:29]([CH2:30][C:31](=[O:32])[OH:33])[CH3:34].[ClH:1].[ClH:2].[ClH:3].[O:4]1[CH2:5][CH2:6][c:7]2[c:8]1[c:9]([N:13]1[CH2:14][CH2:15][N:16]([CH2:19][CH2:20][CH:21]3[CH2:22][CH2:23][CH:24]([NH2:27])[CH2:25][CH2:26]3)[CH2:17][CH2:18]1)[n:10][cH:11][cH:12]2>>[O:4]1[CH2:5][CH2:6][c:7]2[c:8]1[c:9]([N:13]1[CH2:14][CH2:15][N:16]([CH2:19][CH2:20][CH:21]3[CH2:22][CH2:23][CH:24]([NH:27][C:31]([CH2:30][CH:29]([CH3:28])[CH3:34])=[O:32])[CH2:25][CH2:26]3)[CH2:17][CH2:18]1)[n:10][cH:11][cH:12]2. The reactants are C(CCC=C)(=O)OCC (Ethyl 4-pentenoate), B1C2CCCC1CCC2 (9-BBN), BrC1=NC(=CC=C1)NCC1=CC=C(C=C1)OC (2-Bromo-6-(4-methoxybenzylamino)pyridine), C(=O)([O-])[O-].[K+].[K+] (K2CO3). The reagents and catalysts are CC(=O)[O-].CC(=O)[O-].[Pd+2] (Pd(OAc)2), C1(=CC=CC=C1)P([C-]1C=CC=C1)C1=CC=CC=C1.[C-]1(C=CC=C1)P(C1=CC=CC=C1)C1=CC=CC=C1.[Fe+2] (1,1′-bis(diphenylphosphino)-ferrocene). Solvent: CN(C)C=O (DMF). Reaction conditions: time 16 hour. The product is C(C)OC(CCCCC1=CC=CC(=N1)NCC1=CC=C(C=C1)OC)=O (5-[2-(4-methoxybenzylamino)pyridin-6-yl]pentanoic acid ethyl ester). As a reaction SMILES: [C:1]([O:7][CH2:8][CH3:9])(=[O:6])[CH2:2][CH2:3][CH:4]=[CH2:5].B1C2CCCC1CCC2.Br[C:20]1[CH:25]=[CH:24][CH:23]=[C:22]([NH:26][CH2:27][C:28]2[CH:33]=[CH:32][C:31]([O:34][CH3:35])=[CH:30][CH:29]=2)[N:21]=1.C([O-])([O-])=O.[K+].[K+]>CC([O-])=O.CC([O-])=O.[Pd+2].C1(P(C2C=CC=CC=2)[C-]2C=CC=C2)C=CC=CC=1.[C-]1(P(C2C=CC=CC=2)C2C=CC=CC=2)C=CC=C1.[Fe+2].CN(C=O)C>[CH2:8]([O:7][C:1](=[O:6])[CH2:2][CH2:3][CH2:4][CH2:5][C:20]1[N:21]=[C:22]([NH:26][CH2:27][C:28]2[CH:29]=[CH:30][C:31]([O:34][CH3:35])=[CH:32][CH:33]=2)[CH:23]=[CH:24][CH:25]=1)[CH3:9] |f:3.4.5,6.7.8,9.10.11|. Procedure: Ethyl 4-pentenoate (8.95 g, 69.8 mmol) was treated with 9-BBN (167 mL, 83.7 mmol; 0.5M in THF) at 0° C. then warmed to room temperature and stirred for 16 hours. To this solution was added Pd(OAc)2 (1.57 g, 6.98 mmol), pyridine 16-2 (18.4 g, 62.8 mmol), K2CO3 (14.4 g, 105 mmol), 1,1′-bis(diphenylphosphino)-ferrocene (3.87 g, 6.98 mmol) and DMF (200 mL). The mixture was degassed with argon for 10 minutes then heated to 80° C. for 24 hours. The reaction mixture was cooled and stirred with ethanola... Starting materials: C(C)OC(CC(CCC)(CCC1=CC=CC=C1)O)=O (Ethyl-3-hydroxy-3-(2-phenylethyl)hexanoate), [OH-].[Na+] (sodium hydroxide). The solvent is CO (methanol). Conditions: time 8 hour. The product is OC(CC(=O)O)(CCC)CCC1=CC=CC=C1 (3-Hydroxy-3-(2-phenylethyl)hexanoic Acid). Reaction SMILES: C([O:3][C:4](=[O:19])[CH2:5][C:6]([OH:18])([CH2:10][CH2:11][C:12]1[CH:17]=[CH:16][CH:15]=[CH:14][CH:13]=1)[CH2:7][CH2:8][CH3:9])C.[OH-].[Na+]>CO>[OH:18][C:6]([CH2:10][CH2:11][C:12]1[CH:13]=[CH:14][CH:15]=[CH:16][CH:17]=1)([CH2:7][CH2:8][CH3:9])[CH2:5][C:4]([OH:19])=[O:3] |f:1.2|. Procedure details: Ethyl-3-hydroxy-3-(2-phenylethyl)hexanoate (II, EXAMPLE 1, 200 mmol) is dissolved in methanol (423 ml) and 2M sodium hydroxide (150 ml, 300 mmol) is added. The reaction mixture is stirred at 20-25° overnight. Methanol is removed and the remaining aqueous mixture is acidified with hydrochloric acid (4 M). The desired product is extracted into methyl t-butyl ether and dried over magnesium sulfate. The product is concentrated to give the title compound, TLC Rf=0.10 (ethyl acetate/hexane, 30/70); NM... Yields the product NC1=C(C(=O)O)C=C(C(=C1)Cl)C (2-Amino-4-chloro-5-methylbenzoic Acid). Procedure details: A mixture of 5-chloro-2-cyano-4-methylaniline (4.0 g,0.024 mol), 30% aqueous KOH solution (56 ml), and 30% hydrogen peroxide (4 ml) was placed in an oil bath preheated to 130° C., then stirred at this temperature for 2 hours (a clear solution had obtained after 1.5 h). The clear solution was then allowed to cool to room temperature, diluted with water (200 ml), and acidified to pH ˜5.50 with 3N HCl, then allowed to stand at room temperature for few hours. The off white solid was collected by fil... Run in O (water). Reactants: ClC=1C(=CC(=C(N)C1)C#N)C (5-chloro-2-cyano-4-methylaniline), [OH-].[K+] (KOH), OO (hydrogen peroxide), Cl (HCl). As a reaction SMILES: [Cl:1][C:2]1[C:3]([CH3:11])=[CH:4][C:5]([C:9]#N)=[C:6]([CH:8]=1)[NH2:7].[OH-:12].[K+].[OH:14]O.Cl>O>[NH2:7][C:6]1[CH:8]=[C:2]([Cl:1])[C:3]([CH3:11])=[CH:4][C:5]=1[C:9]([OH:14])=[O:12] |f:1.2|. Conditions: time 2 hour. Starting materials: NCC(=O)OC (methyl glycinate), ClC1=C(C(=O)O)C=CC=C1[N+](=O)[O-] (2-chloro-3-nitrobenzoic acid), C(=O)([O-])[O-].[Na+].[Na+] (Na2CO3). Run in C(C)(C)(C)O (tert-BuOH). Product: C(=O)(O)C1=CC=CC(=C1NCC(=O)OC)[N+](=O)[O-] (Methyl N-(6-carboxy-2-nitrophenyl)glycinate). RXN SMILES: [NH2:1][CH2:2][C:3]([O:5][CH3:6])=[O:4].Cl[C:8]1[C:16]([N+:17]([O-:19])=[O:18])=[CH:15][CH:14]=[CH:13][C:9]=1[C:10]([OH:12])=[O:11].C([O-])([O-])=O.[Na+].[Na+]>C(O)(C)(C)C>[C:10]([C:9]1[C:8]([NH:1][CH2:2][C:3]([O:5][CH3:6])=[O:4])=[C:16]([N+:17]([O-:19])=[O:18])[CH:15]=[CH:14][CH:13]=1)([OH:12])=[O:11] |f:2.3.4|. Procedure details: A mixture of methyl glycinate (15.9 g, 127 mmol), 2-chloro-3-nitrobenzoic acid (6.07 g, 30.1 mmol) and Na2CO3 (22.9 g, 216 mmol) in tert-BuOH (40 mL) was heated at reflux for 18 h. The cooled mixture was concentrated under reduced pressure and the residue was partitioned between saturated aqueous H2O (200 mL) and EtOAc (200 mL). The aqueous layer was acidified to pH 2 and the organic layer was extracted. The aqueous layer was extracted further with EtOAc (2×200 mL). The combined organic extracts... Starting materials: C(C)OC([C@](CCC1=CC=C(C=C1)C1=CC=C(C=C1)CCCC)(C)NC(=O)OC(C)(C)C)=O ((R)-2-tert-butoxycarbonylamino-4-(4′-butyl-biphenyl-4-yl)-2-methyl-butyric acid ethyl ester), [BH4-].[Li+] (lithium borohydride), C(C)(=O)OCC (ethyl acetate). The solvent is C(C)OCC (diethylether). Run at time 9 hour. Yields the product N[C@@](CO)(CCC1=CC=C(C=C1)C1=CC=C(C=C1)CCCC)C ((R)-2-Amino-4-(4′-butyl-biphenyl-4-yl)-2-methyl-butan-1-ol), hydrochloride salt. RXN SMILES: C([O:3][C:4](=O)[C@@:5]([NH:25]C(OC(C)(C)C)=O)([CH3:24])[CH2:6][CH2:7][C:8]1[CH:13]=[CH:12][C:11]([C:14]2[CH:19]=[CH:18][C:17]([CH2:20][CH2:21][CH2:22][CH3:23])=[CH:16][CH:15]=2)=[CH:10][CH:9]=1)C.[BH4-].[Li+].C(OCC)(=O)C>C(OCC)C>[NH2:25][C@:5]([CH3:24])([CH2:6][CH2:7][C:8]1[CH:13]=[CH:12][C:11]([C:14]2[CH:15]=[CH:16][C:17]([CH2:20][CH2:21][CH2:22][CH3:23])=[CH:18][CH:19]=2)=[CH:10][CH:9]=1)[CH2:4][OH:3] |f:1.2|. Procedure: To a solution of (R)-2-tert-butoxycarbonylamino-4-(4′-butyl-biphenyl-4-yl)-2-methyl-butyric acid ethyl ester (22 mg) in diethylether is added lithium borohydride (20 mg). After stirring the suspension for 9 h at RT, ethyl acetate (5 ml) is added and the mixture is washed with water (2 ml), 1M citric acid (2×2 ml) and water (2 ml). The organic phase is dried over MgSO4, the solvent removed and the crude material purified by chromatography using diethyl ether/hexane (1/1) (Rf=0.31, MS: (ES+): 412....